This data is from the Open Reaction Database (ORD), a public repository of structured organic reaction records. The task is: describe an organic reaction: reactants, conditions, products, and yield The reactants are C(C)(=O)OC1=C(C=C(C(=O)O)C=C1C(C)C)C(C)C (4-acetoxy-3,5-diisopropylbenzoic acid), S(=O)(Cl)Cl (thionyl chloride). Reagents/catalysts: CN(C)C=O (DMF). The product is C(C)(=O)OC1=C(C=C(C(=O)Cl)C=C1C(C)C)C(C)C (4-acetoxy-3,5-diisopropylbenzoyl chloride). RXN SMILES: [C:1]([O:4][C:5]1[C:13]([CH:14]([CH3:16])[CH3:15])=[CH:12][C:8]([C:9](O)=[O:10])=[CH:7][C:6]=1[CH:17]([CH3:19])[CH3:18])(=[O:3])[CH3:2].S(Cl)([Cl:22])=O>CN(C=O)C>[C:1]([O:4][C:5]1[C:13]([CH:14]([CH3:16])[CH3:15])=[CH:12][C:8]([C:9]([Cl:22])=[O:10])=[CH:7][C:6]=1[CH:17]([CH3:19])[CH3:18])(=[O:3])[CH3:2]. Procedure: A mixture of 4-acetoxy-3,5-diisopropylbenzoic acid (634 mg), thionyl chloride (3 ml) and DMF (1 drop) was refluxed for 40 minutes, concentrated and evaporated to obtain 4-acetoxy-3,5-diisopropylbenzoyl chloride. The resultant was dissolved in dichloromethane (20 ml), to which 3-amino-4-(2-chlorophenyl)-6,8-dimethylquinoline (566 mg) and triethylamine (0.30 ml) were added. Thus obtained solution was stirred at room temperature for one night. After dilution with water, the solution was extracted w...